From a dataset of the Open Reaction Database (ORD), a public repository of structured organic reaction records. describe an organic reaction: reactants, conditions, products, and yield The reactants are O=C(O)c1cc2c(Br)cccc2[nH]1, C1CCNC1, ClCCCl, CC#N, CCOC(C)=O, CCN(C(C)C)C(C)C. Product: O=C(c1cc2c(Br)cccc2[nH]1)N1CCCC1. RXN SMILES: [Br:1][c:2]1[c:3]2[cH:4][c:5]([C:11](=[O:12])[OH:13])[nH:6][c:7]2[cH:8][cH:9][cH:10]1.[CH2:14]1[CH2:15][CH2:16][NH:17][CH2:18]1.[CH2:28]([Cl:29])[CH2:30][Cl:31].[CH3:32][C:33]#[N:34].[CH3:35][CH2:36][O:37][C:38]([CH3:39])=[O:40].[CH:19]([N:20]([CH2:21][CH3:22])[CH:23]([CH3:24])[CH3:25])([CH3:26])[CH3:27]>>[Br:1][c:2]1[c:3]2[cH:4][c:5]([C:11](=[O:13])[N:17]3[CH2:16][CH2:15][CH2:14][CH2:18]3)[nH:6][c:7]2[cH:8][cH:9][cH:10]1. Starting materials: C(CCC)N1SC2=NC3=C(N2C1=O)C=CC=C3 (2-butyl-1,2,4-thiadiazolo[4,5-a]benzimidazole-3(2H)-one), N1=C(C=NC=C1)C#N (pyrazinecarbonitrile). The solvent is ClCCl (dicloromethane). Run at time 36 hour. The product is N1=C(C=NC=C1)C1=NSC2=NC3=C(N21)C=CC=C3 (3-(2-pyrazinyl)-1,2,4-thiadiazolo[4,5-a]benzimidazole). Yield: 91.1%. Reaction SMILES: C([N:5]1[C:12](=O)[N:11]2[C:7](=[N:8][C:9]3[CH:17]=[CH:16][CH:15]=[CH:14][C:10]=32)[S:6]1)CCC.[N:18]1[CH:23]=[CH:22][N:21]=[CH:20][C:19]=1C#N>ClCCl>[N:18]1[CH:23]=[CH:22][N:21]=[CH:20][C:19]=1[C:12]1[N:11]2[C:7](=[N:8][C:9]3[CH:17]=[CH:16][CH:15]=[CH:14][C:10]=32)[S:6][N:5]=1. Procedure: A mixture of 2-butyl-1,2,4-thiadiazolo[4,5-a]benzimidazole-3(2H)-one (300 mg, 1.213 mmol) and pyrazinecarbonitrile (319 mg, 3.03 mmol) in 8 mL of dicloromethane was stirred at room temperature for 36 hr. The precipitate was filtered and washed with dichloromethane to give 0.28 g (91%) of 3-(2-pyrazinyl)-1,2,4-thiadiazolo[4,5-a]benzimidazole as a white solid; 1H NMR (CDCl3)δ 7.32 (t, 1H, ArH), 7.50 (t, 1H, ArH), 7.83 (d, 1H, ArH), 8.67 (d, 1H, ArH), 8.87 (br.d, 2H, py-H), 9.59 (s, 1H, py-H); mp 2...